describe an organic reaction: reactants, conditions, products, and yield From a dataset of the Open Reaction Database (ORD), a public repository of structured organic reaction records. Starting materials: CCn1ncc(Br)c1-c1csc(C(=O)OC)c1, C1CCOC1, [K+], [OH-], O. The product is CCn1ncc(Br)c1-c1csc(C(=O)O)c1. Reaction SMILES: [Br:1][c:2]1[cH:3][n:4][n:5]([CH2:16][CH3:17])[c:6]1-[c:7]1[cH:8][c:9]([C:12](=[O:13])[O:14][CH3:15])[s:10][cH:11]1.[CH2:20]1[O:21][CH2:22][CH2:23][CH2:24]1.[K+:19].[OH-:18].[OH2:25]>>[Br:1][c:2]1[cH:3][n:4][n:5]([CH2:16][CH3:17])[c:6]1-[c:7]1[cH:8][c:9]([C:12](=[O:13])[OH:14])[s:10][cH:11]1.